Dataset: the Open Reaction Database (ORD), a public repository of structured organic reaction records. Task: describe an organic reaction: reactants, conditions, products, and yield The product is Br.NCCCC1=C(O)C=CC(=C1)O (γ-Aminopropylhydroquinone.hydrobromide). Procedure: 100 g of γ-aminopropyl-2,5-dimethoxybenzene was heated at an oil bathtemperature of 180° C in 830 ml of 48% hydrobromic acid while blowing therein nitrogen gas. After the reaction, the reaction mixture wascooled, and the precipitated crystals were filtered out and dried to obtain88 g of the end product having a melting point of 130° ~ 131° C (yield 69.3%). RXN SMILES: [NH2:1][CH2:2][CH2:3][CH2:4][C:5]1[CH:10]=[C:9]([O:11]C)[CH:8]=[CH:7][C:6]=1[O:13]C.[BrH:15]>>[BrH:15].[NH2:1][CH2:2][CH2:3][CH2:4][C:5]1[CH:10]=[C:9]([OH:11])[CH:8]=[CH:7][C:6]=1[OH:13] |f:2.3|. Isolated yield 69.3%. The reactants are NCCCC1=C(C=CC(=C1)OC)OC (γ-aminopropyl-2,5-dimethoxybenzene), Br (hydrobromic acid). The reactants are COCCOc1cc2ncnc(Cl)c2cc1OC, O=C1Cc2ccc(C(F)(F)F)cc2N1, [H-], [Na+]. Yields the product COCCOc1cc2ncnc(C3C(=O)Nc4cc(C(F)(F)F)ccc43)c2cc1OC. As a reaction SMILES: [Cl:17][c:18]1[n:19][cH:20][n:21][c:22]2[cH:23][c:24]([O:30][CH2:31][CH2:32][O:33][CH3:34])[c:25]([O:28][CH3:29])[cH:26][c:27]12.[F:1][C:2]([c:3]1[cH:4][cH:5][c:6]2[c:10]([cH:11]1)[NH:9][C:8](=[O:12])[CH2:7]2)([F:13])[F:14].[H-:15].[Na+:16]>>[F:1][C:2]([c:3]1[cH:4][cH:5][c:6]2[c:10]([cH:11]1)[NH:9][C:8](=[O:12])[CH:7]2[c:18]1[n:19][cH:20][n:21][c:22]2[cH:23][c:24]([O:30][CH2:31][CH2:32][O:33][CH3:34])[c:25]([O:28][CH3:29])[cH:26][c:27]12)([F:13])[F:14]. Reactants: BrCC1=CC(OC2=CC(=CC=C12)OC)=O (4-bromomethyl-7-methoxycoumarin), C(C)(=O)[O-].[Ca+2].C(C)(=O)[O-] (calcium acetate), Cl (hydrochloric acid). Solvent: C(C)O (ethanol), C(C)(=O)O (acetic acid). Run at time 2.5 hour. Product: OC1=CC(OC2=CC(=CC=C12)C)=O (4-Hydroxy-7-methylcoumarin). Reaction SMILES: BrC[C:3]1[C:12]2[C:7](=[CH:8][C:9](OC)=[CH:10][CH:11]=2)OC(=O)C=1.[C:16]([O-:19])(=[O:18])[CH3:17].[Ca+2].[C:21]([O-])(=[O:23])C.Cl>C(O)(=O)C.C(O)C>[OH:23][C:21]1[C:9]2[C:10](=[CH:11][C:12]([CH3:3])=[CH:7][CH:8]=2)[O:18][C:16](=[O:19])[CH:17]=1 |f:1.2.3|. Reported procedure: 10 g of 4-bromomethyl-7-methoxycoumarin [produced according to Secrist et al., Biochem. Biophys. Res. Commun., 45, 1262 (1971)] are heated to boiling for 2.5 hours under reflux in 40 ml of glacial acetic acid together with 6 g of calcium acetate (free of water). The solution is brought to dryness in vacuo. The residue is heated to boiling in 50 ml of ethanol and 50 ml of concentrated hydrochloric acid for 1.5 hours under reflux. The volatile components are removed under reduced pressure. The res... The reactants are OC1=C(C=C(C=C1F)Br)NC(C1=C(C=CC(=C1)[N+](=O)[O-])F)=O (N-(2-hydroxy-3-fluoro-5-bromophenyl)-2-fluoro-5-nitrobenzamide), O.C1(=CC=C(C=C1)S(=O)(=O)O)C (p-toluenesulfonic acid monohydrate). Product: [N+](=O)([O-])C=1C=C(C(=CC1)F)C=1OC2=C(N1)C=C(C=C2F)Br (2-(3-Nitro-6-fluorophenyl)-5-bromo-7-fluorobenzoxazole). Reaction SMILES: O[C:2]1[C:7]([F:8])=[CH:6][C:5]([Br:9])=[CH:4][C:3]=1[NH:10][C:11](=[O:22])[C:12]1[CH:17]=[C:16]([N+:18]([O-:20])=[O:19])[CH:15]=[CH:14][C:13]=1[F:21].O.C1(C)C=CC(S(O)(=O)=O)=CC=1>>[N+:18]([C:16]1[CH:17]=[C:12]([C:11]2[O:22][C:2]3[C:7]([F:8])=[CH:6][C:5]([Br:9])=[CH:4][C:3]=3[N:10]=2)[C:13]([F:21])=[CH:14][CH:15]=1)([O-:20])=[O:19] |f:1.2|. Procedure details: Prepared by the method of Example 15b), from N-(2-hydroxy-3-fluoro-5-bromophenyl)-2-fluoro-5-nitrobenzamide (858 mg, 2.3 mmol) and p-toluenesulfonic acid monohydrate (961 g, 5.1 mmol) the subtitle compound was obtained (475 mg, 58%). 1H NMR (DMSO) δ 8.91(m, 1H), 8.57(m, 1H), 8.06(s, 1H), 7.81(m, 3H). Starting materials: ClC1=C(C=CC=C1F)NC1=C(C=NC=2N1N=CC2C(=O)O)C(=O)N2CCC(CC2)C2=CC=CC=C2 (7-(2-Chloro-3-fluorophenylamino)-6-(4-phenylpiperidine-1-carbonyl)pyrazolo[1,5-a]pyrimidine-3-carboxylic acid), C(C)S(=O)(=O)N (ethanesulfonamide). Product: ClC1=C(C=CC=C1F)NC1=C(C=NC=2N1N=CC2C(=O)NS(=O)(=O)CC)C(=O)N2CCC(CC2)C2=CC=CC=C2 (N-[7-(2-Chloro-3-fluorophenylamino)-6-(4-phenylpiperidine-1-carbonyl)pyrazolo[1,5-a]pyrimidine-3-carbonyl]ethanesulfonamide). Isolated yield 29.9%. As a reaction SMILES: [Cl:1][C:2]1[C:7]([F:8])=[CH:6][CH:5]=[CH:4][C:3]=1[NH:9][C:10]1[N:15]2[N:16]=[CH:17][C:18]([C:19](O)=[O:20])=[C:14]2[N:13]=[CH:12][C:11]=1[C:22]([N:24]1[CH2:29][CH2:28][CH:27]([C:30]2[CH:35]=[CH:34][CH:33]=[CH:32][CH:31]=2)[CH2:26][CH2:25]1)=[O:23].[CH2:36]([S:38]([NH2:41])(=[O:40])=[O:39])[CH3:37]>>[Cl:1][C:2]1[C:7]([F:8])=[CH:6][CH:5]=[CH:4][C:3]=1[NH:9][C:10]1[N:15]2[N:16]=[CH:17][C:18]([C:19]([NH:41][S:38]([CH2:36][CH3:37])(=[O:40])=[O:39])=[O:20])=[C:14]2[N:13]=[CH:12][C:11]=1[C:22]([N:24]1[CH2:25][CH2:26][CH:27]([C:30]2[CH:35]=[CH:34][CH:33]=[CH:32][CH:31]=2)[CH2:28][CH2:29]1)=[O:23]. Procedure details: In the same manner as in Example 1, step 6 and using 7-(2-chloro-3-fluorophenylamino)-6-(4-phenylpiperidine-1-carbonyl)pyrazolo[1,5-a]pyrimidine-3-carboxylic acid (77 mg, 0.16 mmol) obtained in step 2 and ethanesulfonamide (84 mg, 0.80 mmol), the title compound (28 mg, 28%) was obtained. The reactants are C(C1=CC=CC=C1)OC([C@@H](NC([C@@H](NC(CNC(CNC([C@@H](NC(=O)OC(C)(C)C)CC1=CC=C(C=C1)O)=O)=O)=O)CC1=CNC2=CC=CC=C12)=O)CCSC)=O (N-t-butoxycarbonyl-L-tyrosylglycylglycyl-L-tryptophyl-L-methionine benzyl ester), [OH-].[Na+] (sodium hydroxide). Solvent: CO (methanol). Conditions: temperature 10 celsius, time 1 hour. Yields the product C(C)(C)(C)OC(=O)N[C@@H](CC1=CC=C(C=C1)O)C(=O)NCC(=O)NCC(=O)N[C@@H](CC1=CNC2=CC=CC=C12)C(=O)N[C@@H](CCSC)C(=O)O (N-t-butoxycarbonyl-L-tyrosylglycylglycyl-L-tryptophyl-L-methionine). As a reaction SMILES: C([O:8][C:9](=[O:57])[C@H:10]([CH2:53][CH2:54][S:55][CH3:56])[NH:11][C:12](=[O:52])[C@H:13]([CH2:42][C:43]1[C:51]2[C:46](=[CH:47][CH:48]=[CH:49][CH:50]=2)[NH:45][CH:44]=1)[NH:14][C:15](=[O:41])[CH2:16][NH:17][C:18](=[O:40])[CH2:19][NH:20][C:21](=[O:39])[C@H:22]([CH2:31][C:32]1[CH:37]=[CH:36][C:35]([OH:38])=[CH:34][CH:33]=1)[NH:23][C:24]([O:26][C:27]([CH3:30])([CH3:29])[CH3:28])=[O:25])C1C=CC=CC=1.[OH-].[Na+]>CO>[C:27]([O:26][C:24]([NH:23][C@H:22]([C:21]([NH:20][CH2:19][C:18]([NH:17][CH2:16][C:15]([NH:14][C@H:13]([C:12]([NH:11][C@H:10]([C:9]([OH:57])=[O:8])[CH2:53][CH2:54][S:55][CH3:56])=[O:52])[CH2:42][C:43]1[C:51]2[C:46](=[CH:47][CH:48]=[CH:49][CH:50]=2)[NH:45][CH:44]=1)=[O:41])=[O:40])=[O:39])[CH2:31][C:32]1[CH:33]=[CH:34][C:35]([OH:38])=[CH:36][CH:37]=1)=[O:25])([CH3:30])([CH3:28])[CH3:29] |f:1.2|. Reported procedure: 21.1 Parts N-t-butoxycarbonyl-L-tyrosylglycylglycyl-L-tryptophyl-L-methionine benzyl ester is dissolved in 70 parts methanol and the solution cooled to 10° C. Then, 90 parts by volume of 1 N sodium hydroxide solution is added dropwise with stirring while maintaining the temperature below 20° C. After standing at room temperature for 1 hour, the methanol is removed by evaporation under reduced pressure. The solution is washed once with ethyl ether to remove benzyl alcohol and the aqueous layer ac... The reactants are CC([C@H](C(=O)OC)N1C(C2=CC=C(C=C2C1)C1=CC=C(C=C1)NC(=O)NC1=CC(=CC=C1)C(F)(F)F)=O)C ((R)-Methyl 3-methyl-2-(1-oxo-5-(4-(3-(3-(trifluoromethyl)phenyl)ureido)phenyl)isoindolin-2-yl)butanoate), BrC=1C=C2CN(C(C2=CC1)=O)[C@H](C(=O)OC)C ((S)-Methyl 2-(5-bromo-1-oxoisoindolin-2-yl)propanoate), CC1(OB(OC1(C)C)C1=CC=C(C=C1)NC(=O)NC1=CC(=CC=C1)C(F)(F)F)C (1-(4-(4,4,5,5-Tetramethyl-1,3,2-dioxaborolan-2-yl)phenyl)-3-(3-(trifluoro methyl)phenyl)urea). The reagents and catalysts are C1=CC=C(C=C1)P([C-]2C=CC=C2)C3=CC=CC=C3.C1=CC=C(C=C1)P([C-]2C=CC=C2)C3=CC=CC=C3.Cl[Pd]Cl.[Fe+2] (Pd(dppf)Cl2). Solvent: C(Cl)Cl (CH2Cl2). The product is O=C1N(CC2=CC(=CC=C12)C1=CC=C(C=C1)NC(=O)NC1=CC(=CC=C1)C(F)(F)F)[C@H](C(=O)OC)C ((S)-Methyl 2-(1-oxo-5-(4-(3-(3-(trifluoromethyl)phenyl)ureido)phenyl)isoindolin-2-yl)propanoate). Reaction SMILES: C[CH:2](C)[C@@H:3]([N:8]1[CH2:16][C:15]2[C:10](=[CH:11][CH:12]=[C:13]([C:17]3[CH:22]=[CH:21][C:20]([NH:23][C:24]([NH:26][C:27]4[CH:32]=[CH:31][CH:30]=[C:29]([C:33]([F:36])([F:35])[F:34])[CH:28]=4)=[O:25])=[CH:19][CH:18]=3)[CH:14]=2)[C:9]1=[O:37])[C:4]([O:6][CH3:7])=[O:5].BrC1C=C2C(=CC=1)C(=O)N([C@@H](C)C(OC)=O)C2.CC1(C)C(C)(C)OB(C2C=CC(NC(NC3C=CC=C(C(F)(F)F)C=3)=O)=CC=2)O1>C1C=CC(P(C2C=CC=CC=2)[C-]2C=CC=C2)=CC=1.C1C=CC(P(C2C=CC=CC=2)[C-]2C=CC=C2)=CC=1.Cl[Pd]Cl.[Fe+2].C(Cl)Cl>[O:37]=[C:9]1[C:10]2[C:15](=[CH:14][C:13]([C:17]3[CH:18]=[CH:19][C:20]([NH:23][C:24]([NH:26][C:27]4[CH:32]=[CH:31][CH:30]=[C:29]([C:33]([F:34])([F:36])[F:35])[CH:28]=4)=[O:25])=[CH:21][CH:22]=3)=[CH:12][CH:11]=2)[CH2:16][N:8]1[C@@H:3]([CH3:2])[C:4]([O:6][CH3:7])=[O:5] |f:3.4.5.6|. Procedure: The compound of example 366 was prepared analogous to compound of example 360 by reaction of the compound of example 365, compound of example 357 and Pd(dppf)Cl2: CH2Cl2. Reactants: NC(C1=CC=C(C=C1)[C@@]1(NC(N(C1=O)CC(=O)N[C@@H](CC(=O)OCC)C1=CC=CC=C1)=O)C)=NO (ethyl (S)-3-(2-((S)-4-(4-(amino-hydroximino-methyl)-phenyl)-4-methyl-2,5-dioxoimidazolidin-1-yl)acetylamino)-3-phenyl-propionate), [H][H] (hydrogen). The reagents and catalysts are [Pd] (palladium/charcoal). Run in C(C)(=O)O (acetic acid), C(C)(=O)O (acetic acid). Reaction conditions: time 15 hour. The product is C(C)(=O)O.NC(C1=CC=C(C=C1)[C@@]1(NC(N(C1=O)CC(=O)N[C@@H](CC(=O)OCC)C1=CC=CC=C1)=O)C)=N (Ethyl (S)-3-(2-((S)-4-(4-(amino-imino-methyl)phenyl)-4-methyl-2,5-dioxoimidazolidin-1-yl)acetylamino)-3-phenylpropionate acetic acid salt). The yield is 168.1%. RXN SMILES: [NH2:1][C:2](=[N:34]O)[C:3]1[CH:8]=[CH:7][C:6]([C@@:9]2([CH3:33])[C:13](=[O:14])[N:12]([CH2:15][C:16]([NH:18][C@H:19]([C:26]3[CH:31]=[CH:30][CH:29]=[CH:28][CH:27]=3)[CH2:20][C:21]([O:23][CH2:24][CH3:25])=[O:22])=[O:17])[C:11](=[O:32])[NH:10]2)=[CH:5][CH:4]=1.[H][H]>C(O)(=O)C.[Pd]>[C:21]([OH:23])(=[O:22])[CH3:20].[NH2:34][C:2](=[NH:1])[C:3]1[CH:8]=[CH:7][C:6]([C@@:9]2([CH3:33])[C:13](=[O:14])[N:12]([CH2:15][C:16]([NH:18][C@H:19]([C:26]3[CH:27]=[CH:28][CH:29]=[CH:30][CH:31]=3)[CH2:20][C:21]([O:23][CH2:24][CH3:25])=[O:22])=[O:17])[C:11](=[O:32])[NH:10]2)=[CH:5][CH:4]=1 |f:4.5|. Procedure: 11 kg (22.869 mol) of ethyl (S)-3-(2-((S)-4-(4-(amino-hydroximino-methyl)-phenyl)-4-methyl-2,5-dioxoimidazolidin-1-yl)acetylamino)-3-phenyl-propionate were dissolved in 70 l of glacial acetic acid and this solution was introduced into a 125 l autoclave. A suspension of 1.0 kg of palladium/charcoal (10%; 50% water) and 5 l of glacial acetic acid was added to the solution. The mixture was hydrogenated for 15 h at 50° C. and 10 bar hydrogen pressure. The catalyst was filtered off with suction throu... Reactants: NC1=NC(=C(C(=N1)Cl)C#N)OCC1=NC=CC=C1 (2-amino-4-chloro-6-(pyridin-2-ylmethoxy)-pyrimidine-5-carbonitrile), C(C1=CC=CC=C1)O (benzyl alcohol), C1CCC2=NCCCN2CC1 (DBU). Run in COCCOC (DME). The product is NC1=NC(=C(C(=N1)OCC1=CC=CC=C1)C#N)OCC1=NC=CC=C1 (2-Amino-4-benzyloxy-6-(pyridin-2-yl-methoxy)-pyrimidine-5-carbonitrile). RXN SMILES: [NH2:1][C:2]1[N:7]=[C:6](Cl)[C:5]([C:9]#[N:10])=[C:4]([O:11][CH2:12][C:13]2[CH:18]=[CH:17][CH:16]=[CH:15][N:14]=2)[N:3]=1.[CH2:19]([OH:26])[C:20]1[CH:25]=[CH:24][CH:23]=[CH:22][CH:21]=1.C1CCN2C(=NCCC2)CC1>COCCOC>[NH2:1][C:2]1[N:7]=[C:6]([O:26][CH2:19][C:20]2[CH:25]=[CH:24][CH:23]=[CH:22][CH:21]=2)[C:5]([C:9]#[N:10])=[C:4]([O:11][CH2:12][C:13]2[CH:18]=[CH:17][CH:16]=[CH:15][N:14]=2)[N:3]=1. Reported procedure: From 2-amino-4-chloro-6-(pyridin-2-ylmethoxy)-pyrimidine-5-carbonitrile, benzyl alcohol and DBU in DME. ES-MS m/e (%): 356 (MNa+, 50), 334 (M+H+, 100). Starting materials: Brc1cccc(SC2CCCCC2)c1, ClCCl, O, O=C(OO)c1cccc(Cl)c1. Product: O=S(=O)(c1cccc(Br)c1)C1CCCCC1. Reaction SMILES: [CH:1]1([S:7][c:8]2[cH:9][c:10]([Br:14])[cH:11][cH:12][cH:13]2)[CH2:2][CH2:3][CH2:4][CH2:5][CH2:6]1.[Cl:27][CH2:28][Cl:29].[OH2:26].[OH:15][O:16][C:17]([c:18]1[cH:19][c:20]([Cl:21])[cH:22][cH:23][cH:24]1)=[O:25]>>[CH:1]1([S:7]([c:8]2[cH:9][c:10]([Br:14])[cH:11][cH:12][cH:13]2)(=[O:15])=[O:26])[CH2:2][CH2:3][CH2:4][CH2:5][CH2:6]1.